Dataset: the Open Reaction Database (ORD), a public repository of structured organic reaction records. Task: describe an organic reaction: reactants, conditions, products, and yield Starting materials: C1=CC=CC=C1 (benzene), C1(=CC=CC=C1)S(=O)(=O)OCCCCCCCCCCCC.[Na] (sodium dodecyl benzene sulfonate), C1=CC=CC=C1 (benzene), aqueous solution, C1(CCCCC1)=NO (cyclohexanone oxime). Solvent: S(O)(O)(=O)=O (sulfuric acid), S(O)(O)(=O)=O (sulfuric acid). Reaction conditions: temperature 40 celsius, time 2 hour. Product: C1(CCCCC1)=NO (cyclohexanone oxime), C1(CCCCC1)=O (cyclohexanone), C1(CCCCCN1)=O (caprolactam). As a reaction SMILES: [CH:1]1[CH:6]=[CH:5][CH:4]=[CH:3][CH:2]=1.[C:7]1(=[N:13][OH:14])[CH2:12][CH2:11][CH2:10][CH2:9][CH2:8]1.C1(S([O:24][CH2:25][CH2:26][CH2:27][CH2:28][CH2:29][CH2:30]CCCCCC)(=O)=[O:22])C=CC=CC=1.[Na]>S(=O)(=O)(O)O>[C:7]1(=[N:13][OH:14])[CH2:12][CH2:11][CH2:10][CH2:9][CH2:8]1.[C:1]1(=[O:22])[CH2:6][CH2:5][CH2:4][CH2:3][CH2:2]1.[C:25]1(=[O:24])[NH:13][CH2:30][CH2:29][CH2:28][CH2:27][CH2:26]1 |f:2.3,^1:36|. Procedure: Take 200 ml of aqueous solution of 2.16N sulfuric acid in a round bottom flask. Dissolve in this solution 6.8 gm of sodium dodecyl benzene sulfonate (SDBS) and 1.3 gm of benzene by mild stirring. Keep the flask in a water bath maintained at temperature of 40° C. A macroemulsions of benzene in sulfuric acid is formed. To this macroemulsion, add 14.0 gm of cyclohexanone oxime and stir for 21/2 hours. Neutralize the excess acid using Whatman No. 1 filter paper to remove or recycle the the unreacted...